From a dataset of the Open Reaction Database (ORD), a public repository of structured organic reaction records. describe an organic reaction: reactants, conditions, products, and yield The reactants are CC(=O)OCC1SC(OC(C)=O)C(OC(C)=O)C(OC(C)=O)C1OC(C)=O, CNN, CC(=O)O, CN(C)C=O, Cl. Product: CC(=O)OCC1SC(O)C(OC(C)=O)C(OC(C)=O)C1OC(C)=O. As a reaction SMILES: [C:1](=[O:2])([CH3:3])[O:4][CH:5]1[CH:6]([O:7][C:8]([CH3:9])=[O:10])[CH:11]([O:12][C:13]([CH3:14])=[O:15])[CH:16]([O:17][C:18]([CH3:19])=[O:20])[CH:21]([CH2:23][O:24][C:25]([CH3:26])=[O:27])[S:22]1.[CH3:28][NH:29][NH2:30].[CH3:31][C:32](=[O:33])[OH:34].[CH3:36][N:37]([CH3:38])[CH:39]=[O:40].[ClH:35]>>[OH:4][CH:5]1[CH:6]([O:7][C:8]([CH3:9])=[O:10])[CH:11]([O:12][C:13]([CH3:14])=[O:15])[CH:16]([O:17][C:18]([CH3:19])=[O:20])[CH:21]([CH2:23][O:24][C:25]([CH3:26])=[O:27])[S:22]1. Starting materials: C(C)(C)(C)OC(N(C)C1CN(CC1)CCC1CCOC2=CC(=CC=C12)S(=O)(=O)C1=CC(=CC=C1)F)=O ((1-{2-[7-(3-Fluoro-benzenesulfonyl)-chroman-4-yl]-ethyl}-pyrrolidin-3-yl)-methyl-carbamic acid tert-butyl ester). Solvent: Cl (HCl), CCO (EtOH). Run at temperature 60 celsius. The product is FC=1C=C(C=CC1)S(=O)(=O)C1=CC=C2C(CCOC2=C1)CCN1CC(CC1)NC ((1-{2-[7-(3-fluoro-benzenesulfonyl)-chroman-4-yl]-ethyl}-pyrrolidin-3-yl)-methyl-amine). RXN SMILES: C(O[C:6](=O)[N:7]([CH:9]1[CH2:13][CH2:12][N:11]([CH2:14][CH2:15][CH:16]2[C:25]3[C:20](=[CH:21][C:22]([S:26]([C:29]4[CH:34]=[CH:33][CH:32]=[C:31]([F:35])[CH:30]=4)(=[O:28])=[O:27])=[CH:23][CH:24]=3)[O:19][CH2:18][CH2:17]2)[CH2:10]1)C)(C)(C)C>Cl.CCO>[F:35][C:31]1[CH:30]=[C:29]([S:26]([C:22]2[CH:21]=[C:20]3[C:25]([CH:16]([CH2:15][CH2:14][N:11]4[CH2:12][CH2:13][CH:9]([NH:7][CH3:6])[CH2:10]4)[CH2:17][CH2:18][O:19]3)=[CH:24][CH:23]=2)(=[O:28])=[O:27])[CH:34]=[CH:33][CH:32]=1. Procedure details: (1-{2-[7-(3-Fluoro-benzenesulfonyl)-chroman-4-yl]-ethyl}-pyrrolidin-3-yl)-methyl-carbamic acid tert-butyl ester (0.9 g) was dissolved in 2N HCl in EtOH (2 ml) and the mixture was heated at 60° C. for 40 minutes. The reaction mixture was cooled to room temperature and was quenched with saturated NaHCO3, extracted with methylene chloride, dried with MgSO4, filtered, concentrated and purified with preparative TLC (10% MeOH in methylene chloride with 1% Et3N) to give (1-{2-[7-(3-fluoro-benzenesulfon... The reactants are O=C([O-])[O-], CCOP(=O)(OCC)c1cc(Oc2nc3cc(I)c(Cl)cc3n2Cc2ccc(-c3ccccc3)cc2)ccc1C, Cn1ccc2cc(B(O)O)ccc21, [K+], [K+], CN(C)C=O, O, [Pd], c1ccc(P(c2ccccc2)c2ccccc2)cc1, c1ccc(P(c2ccccc2)c2ccccc2)cc1, c1ccc(P(c2ccccc2)c2ccccc2)cc1, c1ccc(P(c2ccccc2)c2ccccc2)cc1. The product is CCOP(=O)(OCC)c1cc(Oc2nc3cc(-c4ccc5c(ccn5C)c4)c(Cl)cc3n2Cc2ccc(-c3ccccc3)cc2)ccc1C. Reaction SMILES: [C:54](=[O:55])([O-:56])[O-:57].[CH2:1]([CH3:2])[O:3][P:4]([O:5][CH2:6][CH3:7])(=[O:8])[c:9]1[c:10]([CH3:40])[cH:11][cH:12][c:13]([O:15][c:16]2[n:17][c:18]3[c:19]([n:20]2[CH2:21][c:22]2[cH:23][cH:24][c:25](-[c:28]4[cH:29][cH:30][cH:31][cH:32][cH:33]4)[cH:26][cH:27]2)[cH:34][c:35]([Cl:39])[c:36]([I:38])[cH:37]3)[cH:14]1.[CH3:41][n:42]1[cH:43][cH:44][c:45]2[cH:46][c:47]([B:51]([OH:52])[OH:53])[cH:48][cH:49][c:50]12.[K+:58].[K+:59].[O:60]=[CH:61][N:62]([CH3:63])[CH3:64].[OH2:65].[Pd:66].[c:105]1([P:106]([c:107]2[cH:108][cH:109][cH:110][cH:111][cH:112]2)[c:113]2[cH:114][cH:115][cH:116][cH:117][cH:118]2)[cH:119][cH:120][cH:121][cH:122][cH:123]1.[c:124]1([P:125]([c:126]2[cH:127][cH:128][cH:129][cH:130][cH:131]2)[c:132]2[cH:133][cH:134][cH:135][cH:136][cH:137]2)[cH:138][cH:139][cH:140][cH:141][cH:142]1.[c:67]1([P:68]([c:69]2[cH:70][cH:71][cH:72][cH:73][cH:74]2)[c:75]2[cH:76][cH:77][cH:78][cH:79][cH:80]2)[cH:81][cH:82][cH:83][cH:84][cH:85]1.[c:86]1([P:87]([c:88]2[cH:89][cH:90][cH:91][cH:92][cH:93]2)[c:94]2[cH:95][cH:96][cH:97][cH:98][cH:99]2)[cH:100][cH:101][cH:102][cH:103][cH:104]1>>[CH2:1]([CH3:2])[O:3][P:4]([O:5][CH2:6][CH3:7])(=[O:8])[c:9]1[c:10]([CH3:40])[cH:11][cH:12][c:13]([O:15][c:16]2[n:17][c:18]3[c:19]([n:20]2[CH2:21][c:22]2[cH:23][cH:24][c:25](-[c:28]4[cH:29][cH:30][cH:31][cH:32][cH:33]4)[cH:26][cH:27]2)[cH:34][c:35]([Cl:39])[c:36](-[c:47]2[cH:46][c:45]4[cH:44][cH:43][n:42]([CH3:41])[c:50]4[cH:49][cH:48]2)[cH:37]3)[cH:14]1.